From a dataset of the Open Reaction Database (ORD), a public repository of structured organic reaction records. describe an organic reaction: reactants, conditions, products, and yield Reactants: C(C)OC(CC1=CC=C(C=C1)C1=C(C=C(C=C1)C1=C(C(=NO1)C)NC(=O)O[C@H](C)C1=C(C=CC=C1)F)C)=O ((4′-{4-[(R)-1-(2-Fluoro-phenyl)-ethoxycarbonylamino]-3-methyl-isoxazol-5-yl}-2′-methyl-biphenyl-4-yl)-acetic acid ethyl ester), [OH-].[Li+] (lithium hydroxide). Solvent: O (water), CO (methanol). Yields the product FC1=C(C=CC=C1)[C@@H](C)OC(=O)NC=1C(=NOC1C1=CC(=C(C=C1)C1=CC=C(C=C1)CC(=O)O)C)C ((4′-{4-[(R)-1-(2-Fluoro-phenyl)-ethoxycarbonylamino]-3-methyl-isoxazol-5-yl}-2′-methyl-biphenyl-4-yl)-acetic acid). As a reaction SMILES: C([O:3][C:4](=[O:38])[CH2:5][C:6]1[CH:11]=[CH:10][C:9]([C:12]2[CH:17]=[CH:16][C:15]([C:18]3[O:22][N:21]=[C:20]([CH3:23])[C:19]=3[NH:24][C:25]([O:27][C@@H:28]([C:30]3[CH:35]=[CH:34][CH:33]=[CH:32][C:31]=3[F:36])[CH3:29])=[O:26])=[CH:14][C:13]=2[CH3:37])=[CH:8][CH:7]=1)C.[OH-].[Li+]>CO.O>[F:36][C:31]1[CH:32]=[CH:33][CH:34]=[CH:35][C:30]=1[C@H:28]([O:27][C:25]([NH:24][C:19]1[C:20]([CH3:23])=[N:21][O:22][C:18]=1[C:15]1[CH:16]=[CH:17][C:12]([C:9]2[CH:8]=[CH:7][C:6]([CH2:5][C:4]([OH:38])=[O:3])=[CH:11][CH:10]=2)=[C:13]([CH3:37])[CH:14]=1)=[O:26])[CH3:29] |f:1.2|. Procedure: (4′-{4-[(R)-1-(2-Fluoro-phenyl)-ethoxycarbonylamino]-3-methyl-isoxazol-5-yl}-2′-methyl-biphenyl-4-yl)-acetic acid ethyl ester (0.282 g, 0.53 mmol) was hydrolyzed with lithium hydroxide in methanol and water, and the crude material was purified by preparative HPLC to give the title compound. Reactants: [Cl-].[NH4+] (ammonium chloride), ClC1=CC=C(C=C1)C=1N=C2N(C=C(C=C2)C=2C(=C(C=O)C=CC2)F)C1 (3-[2-(4-chlorophenyl)imidazo[1,2-a]pyridin-6-yl]-2-fluorobenzaldehyde), ice, solution, C[Mg]Br (methylmagnesium bromide). The solvent is C(CCC)OCCCC (dibutyl ether), O1CCCC1 (tetrahydrofuran). Reaction conditions: temperature 0 celsius. Yields the product ClC1=CC=C(C=C1)C=1N=C2N(C=C(C=C2)C=2C(=C(C=CC2)C(C)O)F)C1 (1-{3-[2-(4-Chlorophenyl)imidazo[1,2-a]pyridin-6-yl]-2-fluorophenyl}ethanol). Reaction SMILES: [Cl:1][C:2]1[CH:7]=[CH:6][C:5]([C:8]2[N:9]=[C:10]3[CH:15]=[CH:14][C:13]([C:16]4[C:17]([F:24])=[C:18]([CH:21]=[CH:22][CH:23]=4)[CH:19]=[O:20])=[CH:12][N:11]3[CH:25]=2)=[CH:4][CH:3]=1.[CH3:26][Mg]Br.[Cl-].[NH4+]>O1CCCC1.C(OCCCC)CCC>[Cl:1][C:2]1[CH:3]=[CH:4][C:5]([C:8]2[N:9]=[C:10]3[CH:15]=[CH:14][C:13]([C:16]4[C:17]([F:24])=[C:18]([CH:19]([OH:20])[CH3:26])[CH:21]=[CH:22][CH:23]=4)=[CH:12][N:11]3[CH:25]=2)=[CH:6][CH:7]=1 |f:2.3|. Reported procedure: 170 mg of 3-[2-(4-chlorophenyl)imidazo[1,2-a]pyridin-6-yl]-2-fluorobenzaldehyde (compound obtained according to protocol described in Example 1.2) are placed under a stream of argon in a round-bottomed flask and dissolved in 30 ml of tetrahydrofuran. The solution is cooled to 0° C. with an ice bath and 2.60 ml of a solution, standardized beforehand at 0.56M, of methylmagnesium bromide in dibutyl ether are added dropwise. The mixture is left stirring in the ice bath for one hour and then 5 ml of ... Reactants: COc1cccc(CCN)c1, ClC(Cl)Cl, [Na+], [OH-], O, O=[N+]([O-])O, O=S(=O)(O)O. Product: COc1ccc([N+](=O)[O-])c(CCN)c1. As a reaction SMILES: [CH3:1][O:2][c:3]1[cH:4][c:5]([CH2:9][CH2:10][NH2:11])[cH:6][cH:7][cH:8]1.[CH:23]([Cl:24])([Cl:25])[Cl:26].[Na+:22].[OH-:21].[OH2:27].[OH:12][N+:13]([O-:14])=[O:15].[S:16](=[O:17])(=[O:18])([OH:19])[OH:20]>>[CH3:1][O:2][c:3]1[cH:4][c:5]([CH2:9][CH2:10][NH2:11])[c:6]([N+:13](=[O:12])[O-:14])[cH:7][cH:8]1. Starting materials: Fc1cc(Cl)cc(Br)c1, [C-]#N, [C-]#N, CN(C)C=O, CCOC(C)=O, ClCCl, [Zn+2]. Yields the product N#Cc1cc(F)cc(Cl)c1. As a reaction SMILES: [Br:1][c:2]1[cH:3][c:4]([Cl:9])[cH:5][c:6]([F:8])[cH:7]1.[C-:24]#[N:25].[C-:27]#[N:28].[CH3:13][N:14]([CH3:15])[CH:16]=[O:17].[CH3:18][CH2:19][O:20][C:21](=[O:22])[CH3:23].[Cl:10][CH2:11][Cl:12].[Zn+2:26]>>[c:2]1([C:13]#[N:14])[cH:3][c:4]([Cl:9])[cH:5][c:6]([F:8])[cH:7]1. The reactants are O=[N+]([O-])c1c(F)cccc1Br, O=C([O-])[O-], [K+], [K+], NCc1ccccc1, O. Product: O=[N+]([O-])c1c(Br)cccc1NCc1ccccc1. As a reaction SMILES: [Br:7][c:8]1[c:9]([N+:15](=[O:16])[O-:17])[c:10]([F:14])[cH:11][cH:12][cH:13]1.[C:1](=[O:2])([O-:3])[O-:4].[K+:5].[K+:6].[NH2:18][CH2:19][c:20]1[cH:21][cH:22][cH:23][cH:24][cH:25]1.[OH2:26]>>[Br:7][c:8]1[c:9]([N+:15](=[O:16])[O-:17])[c:10]([NH:18][CH2:19][c:20]2[cH:21][cH:22][cH:23][cH:24][cH:25]2)[cH:11][cH:12][cH:13]1. Starting materials: CI, [H-], O=C1CCNc2ccccc2N1, [Na+], CN(C)C=O. Product: CN1C(=O)CCNc2ccccc21. Reaction SMILES: [CH3:15][I:16].[H-:13].[NH:1]1[C:2](=[O:12])[CH2:3][CH2:4][NH:5][c:6]2[c:7]1[cH:8][cH:9][cH:10][cH:11]2.[Na+:14].[O:17]=[CH:18][N:19]([CH3:20])[CH3:21]>>[N:1]1([CH3:15])[C:2](=[O:12])[CH2:3][CH2:4][NH:5][c:6]2[c:7]1[cH:8][cH:9][cH:10][cH:11]2. Starting materials: CC1=C(C(=CC=C1)[N+](=O)[O-])CN1C(C=2C(C1=O)=CC=CC2)=O (N-(2-methyl-6-nitrophenyl)methyl-phthalimide), CC1=C(C=CC=C1[N+](=O)[O-])CN1C(C=2C(C1=O)=CC=CC2)=O (N-(2-methyl-3-nitrophenyl)methyl-phthalimide). Yields the product C(N)(=O)C=1C=CC(=C(C1)CN1C(C=2C(C1=O)=CC=CC2)=O)[N+](=O)[O-] (N-(5-carbamoyl-2-nitrophenyl)methyl-phthalimide). Reaction SMILES: C[C:2]1[CH:7]=[CH:6][CH:5]=[C:4]([N+:8]([O-:10])=[O:9])[C:3]=1[CH2:11][N:12]1[C:16](=[O:17])[C:15]2=[CH:18][CH:19]=[CH:20][CH:21]=[C:14]2[C:13]1=[O:22].CC1C([N+]([O-])=O)=CC=CC=1C[N:34]1[C:38](=[O:39])C2=CC=CC=C2C1=O>>[C:38]([C:7]1[CH:6]=[CH:5][C:4]([N+:8]([O-:10])=[O:9])=[C:3]([CH2:11][N:12]2[C:13](=[O:22])[C:14]3=[CH:21][CH:20]=[CH:19][CH:18]=[C:15]3[C:16]2=[O:17])[CH:2]=1)(=[O:39])[NH2:34]. Procedure: N-(2-methyl-6-nitrophenyl)methyl-phthalimide, mixed with N-(2-methyl-3-nitrophenyl)methyl-phthalimide. M.p. 100°-124° C.